This data is from the Open Reaction Database (ORD), a public repository of structured organic reaction records. The task is: describe an organic reaction: reactants, conditions, products, and yield Reaction SMILES: [O:1]=[C:2]1[C:7](=[O:8])[NH:6][CH2:5][CH2:4][N:3]1[CH2:9][C:10]([O:12][CH3:13])=[O:11].[H-].[Na+].Br[CH2:17][CH2:18][CH2:19][O:20][C:21]1[CH:26]=[CH:25][C:24]([C:27](=[NH:39])[NH:28][C:29]([O:31][CH2:32][C:33]2[CH:38]=[CH:37][CH:36]=[CH:35][CH:34]=2)=[O:30])=[CH:23][CH:22]=1.Cl>O.C(OCC)(=O)C.CN(C)C=O>[CH2:32]([O:31][C:29]([NH:28][C:27]([C:24]1[CH:23]=[CH:22][C:21]([O:20][CH2:19][CH2:18][CH2:17][N:6]2[CH2:5][CH2:4][N:3]([CH2:9][C:10]([O:12][CH3:13])=[O:11])[C:2](=[O:1])[C:7]2=[O:8])=[CH:26][CH:25]=1)=[NH:39])=[O:30])[C:33]1[CH:34]=[CH:35][CH:36]=[CH:37][CH:38]=1 |f:1.2|. The reactants are O=C1N(CCNC1=O)CC(=O)OC (methyl (2,3-dioxopiperazin-1-yl)acetate), [H-].[Na+] (sodium hydride), Cl (hydrochloric acid), BrCCCOC1=CC=C(C=C1)C(NC(=O)OCC1=CC=CC=C1)=N (1-bromo-3-(4-benzyloxycarbonylamidinophenoxy)propane). Reaction conditions: time 30 minute. The product is C(C1=CC=CC=C1)OC(=O)NC(=N)C1=CC=C(OCCCN2C(C(N(CC2)CC(=O)OC)=O)=O)C=C1 (methyl [4-[3-(4-benzyloxycarbonylamidinophenoxy)propyl]2,3-dioxopiperazin-1-yl]acetate). Reported procedure: A mixture of 1.2 g of methyl (2,3-dioxopiperazin-1-yl)acetate, 0.26 g of sodium hydride (60%, oil) and 12 ml of N,N-dimethylformamide was stirred at room temperature for 30 minutes. Then, 2.52 g of 1-bromo-3-(4-benzyloxycarbonylamidinophenoxy)propane was added thereto and the resulting mixture was stirred at 60° C. for 2 hours. The reaction mixture was cooled and then added to a mixed solvent of 40 ml of ethyl acetate and 40 ml of water. After the pH was adjusted to 1 with 2N hydrochloric acid, ... The solvent is CN(C=O)C (N,N-dimethylformamide), O (water), C(C)(=O)OCC (ethyl acetate). Yield: 36.6%. The reactants are [C-]#N.[Na+] (sodium cyanide), BrCC1=CC=C(C(=O)OC)C=C1 (methyl 4-(bromomethyl)benzoate), O (water). Solvent: C1CCOC1 (THF), CN(C)C=O (DMF), CN(C)C=O (DMF). Yields the product C(=O)(OC)C1=CC=C(C=C1)CC#N (4-(carbomethoxy)phenylacetonitrile). The yield is 76.0%. As a reaction SMILES: [C-:1]#[N:2].[Na+].Br[CH2:5][C:6]1[CH:15]=[CH:14][C:9]([C:10]([O:12][CH3:13])=[O:11])=[CH:8][CH:7]=1.O>C1COCC1.CN(C=O)C>[C:10]([C:9]1[CH:14]=[CH:15][C:6]([CH2:5][C:1]#[N:2])=[CH:7][CH:8]=1)([O:12][CH3:13])=[O:11] |f:0.1|. Procedure: Part A: To a stirred solution of 7.5 g(153 mmol) sodium cyanide in 75 mL of THF was added 40 mL of DMF followed by 11.5 g(50.2 mmol) of of methyl 4-(bromomethyl)benzoate in 30 mL of DMF over 10 min. The solution was stirred 18 and treated with 100 mL water. The mixture was filtered, rinsed with water, and air-dried briefly to give 6.7 g (76%) of 4-(carbomethoxy)phenylacetonitrile as a white solid. 1H NMR (300 MHz, DMSO) δ 7.95(d, 2H, J=8.4 Hz); 7.47(d, 2H, J=8.5 Hz); 4.14(s, 2H); 3.82(s, 3H). Pa... The reactants are CCn1c(COc2ccc(CC3SC(=O)N(C(c4ccccc4)(c4ccccc4)c4ccccc4)C3=O)cc2)nc2cccnc21, CC(=O)O, [Na+], O, O=C([O-])O. Yields the product CCn1c(COc2ccc(CC3SC(=O)NC3=O)cc2)nc2cccnc21. As a reaction SMILES: [CH2:5]([CH3:6])[n:7]1[c:8]([CH2:16][O:17][c:18]2[cH:19][cH:20][c:21]([CH2:22][CH:23]3[C:24](=[O:48])[N:25]([C:29]([c:30]4[cH:31][cH:32][cH:33][cH:34][cH:35]4)([c:36]4[cH:37][cH:38][cH:39][cH:40][cH:41]4)[c:42]4[cH:43][cH:44][cH:45][cH:46][cH:47]4)[C:26](=[O:28])[S:27]3)[cH:49][cH:50]2)[n:9][c:10]2[c:11]1[n:12][cH:13][cH:14][cH:15]2.[CH3:1][C:2](=[O:3])[OH:4].[Na+:51].[OH2:56].[OH:52][C:53](=[O:54])[O-:55]>>[CH2:5]([CH3:6])[n:7]1[c:8]([CH2:16][O:17][c:18]2[cH:19][cH:20][c:21]([CH2:22][CH:23]3[C:24](=[O:48])[NH:25][C:26](=[O:28])[S:27]3)[cH:49][cH:50]2)[n:9][c:10]2[c:11]1[n:12][cH:13][cH:14][cH:15]2. Reaction conditions: time 6 hour. Yield: 153.4%. Procedure: To a solution of [(2R,3S)-3-{1-methyl-1-(4-nitrobenzyloxycarbonyloxy)ethyl}-4-oxoazetidin-2-yl]-acetic acid (56.4 mg) in tetrahydrofuran (1.13 ml) was added N,N'-carbonyldiimidazole (27.5 mg) at ambient temperature. After stirring for 6 hours at ambient temperature, the magnesium salt of the mono-p-nitrobenzyl ester of malonic acid (84.8 mg) was added and the resulting mixture was stirred overnight at ambient temperature. The solvent was distilled off and the residue was dissolved in ethyl aceta... RXN SMILES: [CH3:1][C:2]([C@H:18]1[C:21](=[O:22])[NH:20][C@@H:19]1[CH2:23]C(O)=O)([O:4][C:5]([O:7][CH2:8][C:9]1[CH:14]=[CH:13][C:12]([N+:15]([O-:17])=[O:16])=[CH:11][CH:10]=1)=[O:6])[CH3:3].[C:27]([OH:33])(=[O:32])[CH2:28][C:29]([OH:31])=O>O1CCCC1>[CH3:1][C:2]([C@H:18]1[C:21](=[O:22])[NH:20][C@@H:19]1[CH2:23][C:29](=[O:31])[CH2:28][C:27]([O:33][CH2:8][C:9]1[CH:14]=[CH:13][C:12]([N+:15]([O-:17])=[O:16])=[CH:11][CH:10]=1)=[O:32])([O:4][C:5]([O:7][CH2:8][C:9]1[CH:10]=[CH:11][C:12]([N+:15]([O-:17])=[O:16])=[CH:13][CH:14]=1)=[O:6])[CH3:3]. The solvent is O1CCCC1 (tetrahydrofuran). The product is CC(C)(OC(=O)OCC1=CC=C(C=C1)[N+](=O)[O-])[C@@H]1[C@H](NC1=O)CC(CC(=O)OCC1=CC=C(C=C1)[N+](=O)[O-])=O (4-nitrobenzyl 4-[(2R,3S)-3-{1-methyl-1-(4-nitrobenzyloxycarbonyloxy)ethyl}-4-oxoazetidin-2-yl]-3-oxobutanoate). The reactants are magnesium salt, mono-p-nitrobenzyl ester, C(CC(=O)O)(=O)O (malonic acid), CC(C)(OC(=O)OCC1=CC=C(C=C1)[N+](=O)[O-])[C@@H]1[C@H](NC1=O)CC(=O)O ([(2R,3S)-3-{1-methyl-1-(4-nitrobenzyloxycarbonyloxy)ethyl}-4-oxoazetidin-2-yl]-acetic acid), N,N'-carbonyldiimidazole. Reactants: [BH3-]C#N, CCOC(=O)c1cc(F)c(F)c(C)c1N, CCOC1(O[Si](C)(C)C)CC1, CC(=O)O, CCO, CCOC(C)=O, [Na+]. The product is CCOC(=O)c1cc(F)c(F)c(C)c1NC1CC1. RXN SMILES: [C:31]([BH3-:32])#[N:33].[CH2:1]([CH3:2])[O:3][C:4]([c:5]1[c:6]([NH2:14])[c:7]([CH3:13])[c:8]([F:12])[c:9]([F:11])[cH:10]1)=[O:15].[CH2:20]([O:21][C:23]1([O:22][Si:26]([CH3:27])([CH3:28])[CH3:29])[CH2:24][CH2:25]1)[CH3:30].[CH3:16][C:17](=[O:18])[OH:19].[CH3:35][CH2:36][OH:37].[CH3:38][CH2:39][O:40][C:41](=[O:42])[CH3:43].[Na+:34]>>[CH2:1]([CH3:2])[O:3][C:4]([c:5]1[c:6]([NH:14][CH:23]2[CH2:24][CH2:25]2)[c:7]([CH3:13])[c:8]([F:12])[c:9]([F:11])[cH:10]1)=[O:15]. Reactants: C(C)(C)N(CC)C(C)C (Diisopropylethylamine), Example 17, C(C)(=O)OC(C)=O (acetic anhydride), CNC(=O)C1=C(OC2=C1C=C(C(=C2)N)OC)C2=CC=C(C=C2)F (6-amino-2-(4-fluoro-phenyl)-5-methoxy-benzofuran-3-carboxylic acid methylamide). The solvent is ClC(Cl)Cl (trichloromethane). Reaction conditions: time 1 hour. Product: CNC(=O)C1=C(OC2=C1C=C(C(=C2)NC(C)=O)OC)C2=CC=C(C=C2)F (6-acetylamino-2-(4-fluoro-phenyl)-5-methoxy-benzofuran-3-carboxylic acid methylamide). Isolated yield 87.0%. RXN SMILES: C(N(C(C)C)CC)(C)C.[C:10](OC(=O)C)(=[O:12])[CH3:11].[CH3:17][NH:18][C:19]([C:21]1[C:25]2[CH:26]=[C:27]([O:31][CH3:32])[C:28]([NH2:30])=[CH:29][C:24]=2[O:23][C:22]=1[C:33]1[CH:38]=[CH:37][C:36]([F:39])=[CH:35][CH:34]=1)=[O:20]>ClC(Cl)Cl>[CH3:17][NH:18][C:19]([C:21]1[C:25]2[CH:26]=[C:27]([O:31][CH3:32])[C:28]([NH:30][C:10](=[O:12])[CH3:11])=[CH:29][C:24]=2[O:23][C:22]=1[C:33]1[CH:38]=[CH:37][C:36]([F:39])=[CH:35][CH:34]=1)=[O:20]. Reported procedure: Diisopropylethylamine (83.2 μL, 477 μmol), followed by acetic anhydride (239 μmol) were added to a solution of 6-amino-2-(4-fluoro-phenyl)-5-methoxy-benzofuran-3-carboxylic acid methylamide, prepared according to Example 17 (75 mg, 239 μmol) in dry trichloromethane (3 mL). After one hour, the reaction was quenched with water (3 mL). After concentration to dryness, the crude oil was purified by HPLC (reverse phase, C18, acetonitrile/water with 0.1% acetic acid) to provide 73 mg (87%) of the title... Run at time 20 minute. Starting materials: BrC1=C(C=C(C=N1)N1CCN(CCC1)C(=O)OC(C)(C)C)OC (1-(6-Bromo-5-methoxy-3-pyridyl)-4-(tert-butoxycarbonyl)-homopiperazine), BrC1C(=O)NC(C1)=O (Bromosuccinimide), 1-(5-methoxy-3- pyridyl)-4-tert-butoxycarbinyl homopiperazine. Run in C(C)#N (acetonitrile). The yield is 57.0%. The product is CN1CCN(CCC1)C=1C=NC=CC1 (4-Methyl-1-(3-Pyridyl)-Homopiperazine). As a reaction SMILES: Br[C:2]1[N:7]=[CH:6][C:5]([N:8]2[CH2:14][CH2:13][CH2:12][N:11]([C:15](OC(C)(C)C)=O)[CH2:10][CH2:9]2)=[CH:4][C:3]=1OC.BrC1CC(=O)NC1=O>C(#N)C>[CH3:15][N:11]1[CH2:12][CH2:13][CH2:14][N:8]([C:5]2[CH:6]=[N:7][CH:2]=[CH:3][CH:4]=2)[CH2:9][CH2:10]1. Reported procedure: A solution of 1-(3-pyridyl)-homopiperazine (0.42 g, 2.4 mmol), formic acid (3.3 g, 71.7 mmol), formaldehyde (2.1 g, 37%) and water (10 ml) was stirred at reflux for 15 hours. The mixture was evaporated and sodium hydroxide (15 ml, 4 M) was added and the product was extracted two times with ethyl acetate (15 ml). The product was obtained as an oil. Yield 0.46 g, 100%. 3,5-Bis-(N,N′-Homopiperazinyl)-Pyridine Fumaric Acid Salt (Compound 2A2) Was prepared according to method A from 1-[5-(1-(4-tert- ... Conditions: temperature 50 celsius, time 1 hour. RXN SMILES: C(C1C=N[NH:7][C:8]2[CH:14]=[CH:13][CH:12]=[CH:11][C:9]=2[CH:10]=1)(=O)C.[O-:15][C:16]#[N:17].[Na+].F[C:20](F)(F)[C:21]([OH:23])=O.O.[C:27](#[N:29])[CH3:28]>>[C:21]([N:29]1[CH2:10][C:9]2[CH:11]=[CH:12][CH:13]=[CH:14][C:8]=2[N:7]([C:16]([NH2:17])=[O:15])[CH2:28][CH2:27]1)(=[O:23])[CH3:20] |f:1.2|. The product is C(C)(=O)N1CCN(C2=C(C1)C=CC=C2)C(=O)N (4-Acetyl-2,3,4,5-tetrahydro-1H-1,4-benzodiazepine-1-carboxamide). The reactants are C(C)(=O)C=1C=NNC2=C(C1)C=CC=C2 (4-acetylbenzodiazepine), [O-]C#N.[Na+] (sodium cyanate), C(C)#N (acetonitrile), O (Water), FC(C(=O)O)(F)F (trifluoroacetic acid). Procedure details: To a solution of 4-acetylbenzodiazepine (20.0 g, 0.105 mole) in acetonitrile (100 ml) at room temperature was added sodium cyanate (27.4 g, 0.42 mole). The resulting suspension was heated to 50° C. and then trifluoroacetic acid (24.0 g, 0.21 mole) was added slowly dropwise over 30 min. Heating was continued at 50° C. for 1 h. The reaction mixture was cooled to room temperature and the solvent was evaporated to give a white residue. Water (160 ml) was added to the residue and the mixture was cool... Reactants: COC=1C=C2C(=CN(C2=CC1)C)C(C)=O (1-(5-methoxy-1-methyl-1H-indol-3-yl)-1-ethanone), C=O (paraformaldehyde), Cl.CNC (dimethylamine hydrochloride). Run in C(C)O (ethanol). The product is O.Cl.CN(CCC(=O)C1=CN(C2=CC=C(C=C12)OC)C)C.CN(C)CCC(=O)C1=CN(C2=CC=C(C=C12)OC)C.Cl (3-(Dimethylamino)-1-(5-methoxy-1-methyl-1H-indol-3-yl)-1-propanone hydrochloride hemihydrate). RXN SMILES: [CH3:1][O:2][C:3]1[CH:4]=[C:5]2[C:9](=[CH:10][CH:11]=1)[N:8]([CH3:12])[CH:7]=[C:6]2[C:13](=[O:15])[CH3:14].[CH2:16]=O.[ClH:18].[CH3:19][NH:20][CH3:21]>C(O)C>[OH2:2].[ClH:18].[CH3:19][N:20]([CH3:16])[CH2:21][CH2:14][C:13]([C:6]1[C:5]2[C:9](=[CH:10][CH:11]=[C:3]([O:2][CH3:1])[CH:4]=2)[N:8]([CH3:12])[CH:7]=1)=[O:15].[CH3:19][N:20]([CH2:16][CH2:14][C:13]([C:6]1[C:5]2[C:9](=[CH:10][CH:11]=[C:3]([O:2][CH3:1])[CH:4]=2)[N:8]([CH3:12])[CH:7]=1)=[O:15])[CH3:21].[ClH:18] |f:2.3,5.6.7.8.9|. Procedure details: A mixture of 1-(5-methoxy-1-methyl-1H-indol-3-yl)-1-ethanone (0.23 g), paraformaldehyde (0.07 g) and dimethylamine hydrochloride (0.2 g) in ethanol (20 ml) was heated at reflux for 24 h, cooled, and the solvent was evaporated in vacuo. The residue was partitioned between sodium carbonate (2N; 50 ml) and ethyl acetate (2×50 ml). The combined organic extracts were dried and evaporated in vacuo to give an oil, which was purified by FCC eluting with System A to give the free base of the title compou... The reactants are NC1=C2C(C(=CN(C2=C(C(=C1F)F)F)C1CC1)C(=O)O)=O (5-amino-1-cyclopropyl-6, 7,8-trifluoro-1,4-dihydro-4-oxo-3-quinolinecarboxylic acid), N1CC(CC1)C1=NC=CC=C1CN (2-(3-pyrrolidinyl)-3-pyridinemethanamine). The product is NC1=C2C(C(=CN(C2=C(C(=C1F)N1CC(CC1)C1=NC=CC=C1CN)F)C1CC1)C(=O)O)=O (5-Amino-7-[3-[3-(aminomethyl)-2-pyridinyl]-1-pyrrolidinyl]-1-cyclopropyl-6,8-difluoro-1,4-dihydro-4-oxo-3-quinolinecarboxylic acid). Isolated yield 81.0%. As a reaction SMILES: [NH2:1][C:2]1[C:11]([F:12])=[C:10](F)[C:9]([F:14])=[C:8]2[C:3]=1[C:4](=[O:21])[C:5]([C:18]([OH:20])=[O:19])=[CH:6][N:7]2[CH:15]1[CH2:17][CH2:16]1.[NH:22]1[CH2:26][CH2:25][CH:24]([C:27]2[C:32]([CH2:33][NH2:34])=[CH:31][CH:30]=[CH:29][N:28]=2)[CH2:23]1>>[NH2:1][C:2]1[C:11]([F:12])=[C:10]([N:22]2[CH2:26][CH2:25][CH:24]([C:27]3[C:32]([CH2:33][NH2:34])=[CH:31][CH:30]=[CH:29][N:28]=3)[CH2:23]2)[C:9]([F:14])=[C:8]2[C:3]=1[C:4](=[O:21])[C:5]([C:18]([OH:20])=[O:19])=[CH:6][N:7]2[CH:15]1[CH2:16][CH2:17]1. Reported procedure: Starting from 5-amino-1-cyclopropyl-6, 7,8-trifluoro-1,4-dihydro-4-oxo-3-quinolinecarboxylic acid (0.60 g, 2.0 mmol) and 2-(3-pyrrolidinyl)-3-pyridinemethanamine, a procedure analogous to that given in Example 1 provided the title compound (0.74 g, 81%) as a yellow solid, mp 226°-228° C.